Dataset: the Open Reaction Database (ORD), a public repository of structured organic reaction records. Task: describe an organic reaction: reactants, conditions, products, and yield Reactants: CCOC(=O)c1cc(F)c(N2CCC(NC(=O)OC(C)(C)C)C2)c(F)c1F, CS(C)=O, NC1CC1. Product: CCOC(=O)c1cc(F)c(N2CCC(NC(=O)OC(C)(C)C)C2)c(F)c1NC1CC1. As a reaction SMILES: [CH2:1]([CH3:2])[O:3][C:4]([c:5]1[c:6]([F:26])[c:7]([F:25])[c:8]([N:12]2[CH2:13][CH:14]([NH:17][C:18](=[O:19])[O:20][C:21]([CH3:22])([CH3:23])[CH3:24])[CH2:15][CH2:16]2)[c:9]([F:11])[cH:10]1)=[O:27].[CH3:32][S:33](=[O:34])[CH3:35].[CH:28]1([NH2:31])[CH2:29][CH2:30]1>>[CH2:1]([CH3:2])[O:3][C:4]([c:5]1[c:6]([NH:31][CH:28]2[CH2:29][CH2:30]2)[c:7]([F:25])[c:8]([N:12]2[CH2:13][CH:14]([NH:17][C:18](=[O:19])[O:20][C:21]([CH3:22])([CH3:23])[CH3:24])[CH2:15][CH2:16]2)[c:9]([F:11])[cH:10]1)=[O:27]. Starting materials: C#Cc1cccnc1, CCOC(=O)C=CI. Yields the product CCOC(=O)C=CC#Cc1cccnc1. As a reaction SMILES: [C:1](#[CH:2])[c:3]1[cH:4][n:5][cH:6][cH:7][cH:8]1.[CH2:9]([CH3:10])[O:11][C:12]([CH:13]=[CH:14][I:15])=[O:16]>>[C:1](#[C:2][CH:14]=[CH:13][C:12]([O:11][CH2:9][CH3:10])=[O:16])[c:3]1[cH:4][n:5][cH:6][cH:7][cH:8]1. Starting materials: C(C=C)C1=CC(=C(C(=C1OCC(=O)OCC)Cl)Cl)C(=O)C1=CC=NN1C (ethyl [6-allyl-2,3-dichloro-4-(1-methyl-5-pyrazolylcarbonyl)phenoxy]acetate), CCOCC (ether). Solvent: CCCCCC (hexane). Product: C(C=C)C1=CC(=C(C(=C1OCC(=O)O)Cl)Cl)C(=O)C1=CC=NN1C ([6-allyl-2,3-dichloro-4-(1-methyl-5-pyrazolylcarbonyl)phenoxy]acetic acid). Yield: 88.9%. As a reaction SMILES: [CH2:1]([C:4]1[C:9]([O:10][CH2:11][C:12]([O:14]CC)=[O:13])=[C:8]([Cl:17])[C:7]([Cl:18])=[C:6]([C:19]([C:21]2[N:25]([CH3:26])[N:24]=[CH:23][CH:22]=2)=[O:20])[CH:5]=1)[CH:2]=[CH2:3].CCOCC>CCCCCC>[CH2:1]([C:4]1[C:9]([O:10][CH2:11][C:12]([OH:14])=[O:13])=[C:8]([Cl:17])[C:7]([Cl:18])=[C:6]([C:19]([C:21]2[N:25]([CH3:26])[N:24]=[CH:23][CH:22]=2)=[O:20])[CH:5]=1)[CH:2]=[CH2:3]. Reported procedure: 1.44 g of ethyl [6-allyl-2,3-dichloro-4-(1-methyl-5-pyrazolylcarbonyl)phenoxy]acetate are treated in the same manner as described in Example 18 except that a mixture of ether and hexane is used as the crystallization solvent. 1.19 g of [6-allyl-2,3-dichloro-4-(1-methyl-5-pyrazolylcarbonyl)phenoxy]acetic acid are obtained as crystals. As a reaction SMILES: C[O:2][C:3]1[C:16]2[C:15](=[O:17])[C:14]3[C:9](=[CH:10][CH:11]=[C:12]([F:20])[C:13]=3[O:18]C)[C:8](=[O:21])[C:7]=2[CH:6]=[C:5]([C:22]([O:24]C)=[O:23])[CH:4]=1>Br>[OH:2][C:3]1[C:16]2[C:15](=[O:17])[C:14]3[C:9](=[CH:10][CH:11]=[C:12]([F:20])[C:13]=3[OH:18])[C:8](=[O:21])[C:7]=2[CH:6]=[C:5]([C:22]([OH:24])=[O:23])[CH:4]=1. Run in Br (hydrobromic acid). Starting materials: COC1=CC(=CC=2C(C3=CC=C(C(=C3C(C12)=O)OC)F)=O)C(=O)OC (methyl 4,5-dimethoxy-6-fluoro-9,10-dihydro-9,10-dioxoanthracene 2-carboxylate). The product is OC1=CC(=CC=2C(C3=CC=C(C(=C3C(C12)=O)O)F)=O)C(=O)O (9,10-dihydro-4,5-dihydroxy-9,10-dioxo-6-fluoro-anthracene 2-carboxylic acid). Reported procedure: A suspension of methyl 4,5-dimethoxy-6-fluoro-9,10-dihydro-9,10-dioxoanthracene 2-carboxylate (306 mg) in 47% aqueous hydrobromic acid was stirred at reflux for 18 hours. The yellow suspension was cooled and concentrated to yield a yellow solid. This was triturated with water, filtered, washed well with water and dried to yield 9,10-dihydro-4,5-dihydroxy-9,10-dioxo-6-fluoro-anthracene 2-carboxylic acid as a deep yellow solid, m.p. >275° C. Reactants: ClC=1C=C(C=CC1)NC(=O)NO (N-(3-chlorophenyl)-N'-hydroxy-urea). Solvent: C(C)C(=O)CC (diethyl ketone). Run at temperature 90 celsius, time 1 hour. Yields the product ClC=1C=C(C=CC1)N1C(NOC1(CC)CC)=O (4-(3-Chlorophenyl)-5,5-diethyl-1,2,4-oxadiazolidine-3-one). Reaction SMILES: [Cl:1][C:2]1[CH:3]=[C:4]([NH:8][C:9]([NH:11][OH:12])=[O:10])[CH:5]=[CH:6][CH:7]=1>C(C(CC)=O)C>[Cl:1][C:2]1[CH:3]=[C:4]([N:8]2[C:2]([CH2:3][CH3:4])([CH2:7][CH3:6])[O:12][NH:11][C:9]2=[O:10])[CH:5]=[CH:6][CH:7]=1. Procedure details: 18.7 g. of N-(3-chlorophenyl)-N'-hydroxy-urea are added to 116 g. of diethyl ketone. The reaction is stirred at 90° C. for 1 hour. The reaction mixture is then evaporated to dryness and the residue is recrystallized from a mixture of methanol and water. Starting materials: CCOC(=O)N1CCOC(C=C2c3ccccc3CCc3ccccc32)C1, [Na+], [OH-]. The product is CN1CCOC(C=C2c3ccccc3CCc3ccccc32)C1. As a reaction SMILES: [CH2:1]([O:2][C:4](=[O:3])[N:6]1[CH2:7][CH:8]([CH:12]=[C:13]2[c:14]3[c:15]([cH:24][cH:25][cH:26][cH:27]3)[CH2:16][CH2:17][c:18]3[c:19]2[cH:20][cH:21][cH:22][cH:23]3)[O:9][CH2:10][CH2:11]1)[CH3:5].[Na+:29].[OH-:28]>>[CH3:4][N:6]1[CH2:7][CH:8]([CH:12]=[C:13]2[c:14]3[c:15]([cH:24][cH:25][cH:26][cH:27]3)[CH2:16][CH2:17][c:18]3[c:19]2[cH:20][cH:21][cH:22][cH:23]3)[O:9][CH2:10][CH2:11]1.